Task: describe an organic reaction: reactants, conditions, products, and yield. Dataset: the Open Reaction Database (ORD), a public repository of structured organic reaction records Starting materials: ClC=1C(=C(C(=C2C(C(=CN(C12)C1CC1)C(=O)OCC)=O)[N+](=O)[O-])F)F (ethyl 8-chloro-1-cyclopropyl-6,7-difluoro-1,4-dihydro-5-nitro-4-oxo-3-quinolinecarboxylate), [H][H] (hydrogen). Yields the product NC1=C2C(C(=CN(C2=C(C(=C1F)F)Cl)C1CC1)C(=O)OCC)=O (Ethyl 5-Amino-8-chloro-1-cyclopropyl-6,7-difluoro-1,4-dihydro-4-oxo-3-quinolinecarboxylate). The reagents and catalysts are [Ni] (Raney nickel). Solvent: C(C)O (ethanol), O1CCCC1 (tetrahydrofuran), ClCCl (dichloromethane). As a reaction SMILES: [Cl:1][C:2]1[C:3]([F:25])=[C:4]([F:24])[C:5]([N+:21]([O-])=O)=[C:6]2[C:11]=1[N:10]([CH:12]1[CH2:14][CH2:13]1)[CH:9]=[C:8]([C:15]([O:17][CH2:18][CH3:19])=[O:16])[C:7]2=[O:20].[H][H]>C(O)C.O1CCCC1.[Ni].ClCCl>[NH2:21][C:5]1[C:4]([F:24])=[C:3]([F:25])[C:2]([Cl:1])=[C:11]2[C:6]=1[C:7](=[O:20])[C:8]([C:15]([O:17][CH2:18][CH3:19])=[O:16])=[CH:9][N:10]2[CH:12]1[CH2:13][CH2:14]1. Procedure details: A suspension of 21.7 g (58.2 mmol) of ethyl 8-chloro-1-cyclopropyl-6,7-difluoro-1,4-dihydro-5-nitro-4-oxo-3-quinolinecarboxylate in 300 ml of ethanol and 300 ml of tetrahydrofuran was catalytically reduced using 3 g of Raney nickel in a hydrogen atmosphere of 50 psi. After twelve hours the mixture was diluted with dichloromethane and the catalyst was removed by filtration. The filtrate was concentrated to give 17.2 g of the title compound. Isolated yield 86.2%. Reactants: COC(=O)[C@H]1N(C[C@@H](C1)S(=O)(=O)C1=C(C=CC=C1)C(F)(F)F)C1=NC=CC=N1 ((2S,4R)-1-pyrimidin-2-yl-4-(2-trifluoromethyl-benzenesulfonyl)-pyrrolidine-2-carboxylic acid methyl ester), [OH-].[Li+] (lithium hydroxide). Yields the product N1=C(N=CC=C1)N1[C@@H](C[C@H](C1)S(=O)(=O)C1=C(C=CC=C1)C(F)(F)F)C(=O)O ((2S,4R)-1-Pyrimidin-2-yl-4-(2-trifluoromethyl-benzenesulfonyl)-pyrrolidine-2-carboxylic acid). As a reaction SMILES: C[O:2][C:3]([C@@H:5]1[CH2:9][C@@H:8]([S:10]([C:13]2[CH:18]=[CH:17][CH:16]=[CH:15][C:14]=2[C:19]([F:22])([F:21])[F:20])(=[O:12])=[O:11])[CH2:7][N:6]1[C:23]1[N:28]=[CH:27][CH:26]=[CH:25][N:24]=1)=[O:4].[OH-].[Li+]>>[N:24]1[CH:25]=[CH:26][CH:27]=[N:28][C:23]=1[N:6]1[CH2:7][C@H:8]([S:10]([C:13]2[CH:18]=[CH:17][CH:16]=[CH:15][C:14]=2[C:19]([F:20])([F:21])[F:22])(=[O:12])=[O:11])[CH2:9][C@H:5]1[C:3]([OH:4])=[O:2] |f:1.2|. Procedure: In analogy to the procedure described in example 253e, (2S,4R)-1-pyrimidin-2-yl-4-(2-trifluoromethyl-benzenesulfonyl)-pyrrolidine-2-carboxylic acid methyl ester was saponified in the presence of lithium hydroxide to give the title compound as white solid. MS (ESI): m/z=402.1 [M+H]+. Reactants: CC1=C(C(O)=CC=C1)O (3-methyl catechol), CI (MeI), C(=O)([O-])[O-].[K+].[K+] (K2CO3). The solvent is CC(=O)C (acetone). Run at time 1 hour. Yields the product COC1=C(C(=CC=C1)C)OC (1,2-dimethoxy-3-methylbenzene). RXN SMILES: [CH3:1][C:2]1[CH:8]=[CH:7][CH:6]=[C:4]([OH:5])[C:3]=1O.[CH3:10]I.[C:12]([O-:15])([O-])=O.[K+].[K+]>CC(C)=O>[CH3:10][O:5][C:4]1[CH:6]=[CH:7][CH:8]=[C:2]([CH3:1])[C:3]=1[O:15][CH3:12] |f:2.3.4|. Procedure: In a round bottom flask, 3-methyl catechol (5.0 g, 40.3 mmol), MeI (22.3 g, 157.1 mmol), and K2CO3 (18.9 g, 136.9 mmol) were dissolved in acetone (20.0 ml). The reaction mixture was stirred at room temperature for 1 h, then at 60° C. for overnight. The reaction mixture was concentrated and chromatographed on silica gel using EtOAc/Hexane (5:95). A pale yellow liquid was isolated in 100% (6.13 g). The characterization of the compound matched previous report: Xing, L.; Wang, X.; Cheng, X.; Zhu, R.... Reactants: BrC=1C=C(C(=CC1)N)N (4-bromobenzene-1,2-diamine), C(C=O)=O (glyoxal aldehyde). The solvent is CCO (EtOH), O (water). The product is BrC=1C=C2N=CC=NC2=CC1 (6-bromoquinoxaline). As a reaction SMILES: [Br:1][C:2]1[CH:3]=[C:4]([NH2:9])[C:5]([NH2:8])=[CH:6][CH:7]=1.[CH:10](=O)[CH:11]=O>CCO.O>[Br:1][C:2]1[CH:3]=[C:4]2[C:5](=[CH:6][CH:7]=1)[N:8]=[CH:11][CH:10]=[N:9]2. Procedure: To a solution of 4-bromobenzene-1,2-diamine (4.0 g, 21 mmol) in 60 mL of EtOH was added 40% glyoxal aldehyde (4.1 ml, 32 mmol) solution in water. The resulting mixture was refluxed for 10 hours. The mixture was concentrated in vacuo and the residue was diluted in 100 mL of EtOAc. The organic solution was washed with 40 mL of satd. NaHCO3 and 40 mL of brine, dried over Na2SO4 and concentrated in vacuo. The residue was purified by a silca gel column chromatography (5% EtOAc/hex to EtOAC) to give l... The reactants are C(C)(C)(C)OC(=O)N1CCC(CC1)N(C1=C(C(=NC(=C1)Cl)C(=O)OC)Cl)C (methyl 4-({1-[(tert-butoxy)carbonyl]piperidin-4-yl}(methyl)amino)-3,6-dichloropyridine-2-carboxylate), [OH-].[Na+] (NaOH). The solvent is C1CCOC1 (THF), C1CCOC1 (THF). The product is C(C)(C)(C)OC(=O)N1CCC(CC1)N(C1=C(C(=NC(=C1)Cl)C(=O)O)Cl)C (4-({1-[(tert-butoxy)carbonyl]piperidin-4-yl}(methyl)amino)-3,6-dichloropyridine-2-carboxylic acid). The yield is 82.8%. Reaction SMILES: [C:1]([O:5][C:6]([N:8]1[CH2:13][CH2:12][CH:11]([N:14]([CH3:27])[C:15]2[CH:20]=[C:19]([Cl:21])[N:18]=[C:17]([C:22]([O:24]C)=[O:23])[C:16]=2[Cl:26])[CH2:10][CH2:9]1)=[O:7])([CH3:4])([CH3:3])[CH3:2].[OH-].[Na+]>C1COCC1>[C:1]([O:5][C:6]([N:8]1[CH2:9][CH2:10][CH:11]([N:14]([CH3:27])[C:15]2[CH:20]=[C:19]([Cl:21])[N:18]=[C:17]([C:22]([OH:24])=[O:23])[C:16]=2[Cl:26])[CH2:12][CH2:13]1)=[O:7])([CH3:4])([CH3:3])[CH3:2] |f:1.2|. Procedure: To a stirred solution of methyl 4-({1-[(tert-butoxy)carbonyl]piperidin-4-yl}(methyl)amino)-3,6-dichloropyridine-2-carboxylate (95 mg, 0.23 mmol) in THF (5 ml) was added 2M aqueous NaOH (2.3 ml, 4.54 mmol) and the reaction mixture was left to stir at room temperature for 16 h after which time the THF was evaporated in vacuo. The aqueous phase was then treated with an aqueous 10% citric acid solution to pH 5-6 and then extracted with EtOAc (3×50 ml), the combined organic phases were then dried wit... Starting materials: OC(C#CC1=C2C[C@H]3N(C[C@H](C=C3C=3C=CC=C(N1)C32)NC(N(CC)CC)=O)C)(C)C (3-[9,10-didehydro-2-(3-hydroxy-3-methyl-1-butynyl)-6-methyl-8α-ergolinyl]-1,1-diethylurea), [OH-].[Na+] (sodium hydroxide). The solvent is C1(=CC=CC=C1)C (toluene). Product: C(#C)C1=C2C[C@H]3NC[C@H](C=C3C=3C=CC=C(N1)C32)NC(N(CC)CC)=O (3-(9,10-didehydro-2-ethynyl-8α-ergolinyl)-1,1-diethylurea). The yield is 25.0%. Reaction SMILES: OC(C)(C)[C:3]#[C:4][C:5]1[NH:19][C:18]2[C:20]3[C:6]=1[CH2:7][C@@H:8]1[C:13]([C:14]=3[CH:15]=[CH:16][CH:17]=2)=[CH:12][C@H:11]([NH:21][C:22](=[O:28])[N:23]([CH2:26][CH3:27])[CH2:24][CH3:25])[CH2:10][N:9]1C.[OH-].[Na+]>C1(C)C=CC=CC=1>[C:4]([C:5]1[NH:19][C:18]2[C:20]3[C:6]=1[CH2:7][C@@H:8]1[C:13]([C:14]=3[CH:15]=[CH:16][CH:17]=2)=[CH:12][C@H:11]([NH:21][C:22](=[O:28])[N:23]([CH2:24][CH3:25])[CH2:26][CH3:27])[CH2:10][NH:9]1)#[CH:3] |f:1.2|. Procedure details: Under nitrogen, 122 mg (0.29 mmol) of 3-[9,10-didehydro-2-(3-hydroxy-3-methyl-1-butynyl)-6-methyl-8α-ergolinyl]-1,1-diethylurea is heated for 2 hours under reflux in 15 ml of absolute toluene after adding 64 mg (1.6 mmol) of pulverized sodium hydroxide. The solvent is then removed by distillation and the residue extracted in ethyl acetate with water and saturated sodium chloride solution. The crude product obtained from the ethyl acetate solution after drying with magnesium sulfate and concentra... Starting materials: BrC=1C=C(C=NC1Cl)C(=O)O (5-bromo-6-chloro-3-pyridinecarboxylic acid), N[C@H]1[C@@H](CCCC1)O ((1R,2R)-2-amino-cyclohexanol), CC1=NOC(=C1)CO (3-methyl-5-isoxazolemethanol), ClC1=CC=C(C=C1)B(O)O ((4-chloro-phenyl)-boronic acid). Yields the product ClC1=CC=C(C=C1)C=1C(=NC=C(C(=O)N[C@H]2[C@@H](CCCC2)O)C1)OCC1=CC(=NO1)C (5-(4-chloro-phenyl)-N-((1R,2R)-2-hydroxy-cyclohexyl)-6-(3-methyl-isoxazol-5-ylmethoxy)-nicotinamide). Reaction SMILES: Br[C:2]1[CH:3]=[C:4]([C:9]([OH:11])=O)[CH:5]=[N:6][C:7]=1Cl.[CH3:12][C:13]1[CH:17]=[C:16]([CH2:18][OH:19])[O:15][N:14]=1.[Cl:20][C:21]1[CH:26]=[CH:25][C:24](B(O)O)=[CH:23][CH:22]=1.[NH2:30][C@@H:31]1[CH2:36][CH2:35][CH2:34][CH2:33][C@H:32]1[OH:37]>>[Cl:20][C:21]1[CH:26]=[CH:25][C:24]([C:2]2[C:7]([O:19][CH2:18][C:16]3[O:15][N:14]=[C:13]([CH3:12])[CH:17]=3)=[N:6][CH:5]=[C:4]([CH:3]=2)[C:9]([NH:30][C@@H:31]2[CH2:36][CH2:35][CH2:34][CH2:33][C@H:32]2[OH:37])=[O:11])=[CH:23][CH:22]=1. Reported procedure: The title compound was synthesized in analogy to Example 75, using 5-bromo-6-chloro-3-pyridinecarboxylic acid, 3-methyl-5-isoxazolemethanol, (4-chloro-phenyl)-boronic acid and (1R,2R)-2-amino-cyclohexanol as starting materials to yield 5-(4-chloro-phenyl)-N-((1R,2R)-2-hydroxy-cyclohexyl)-6-(3-methyl-isoxazol-5-ylmethoxy)-nicotinamide, MS (ISP) 442.4, 444.4 (M+H)+. Reactants: O=[Ag], CCOC(C)=O, CN(C)C=O, [Cl-], O=C1CCCc2cc(OS(=O)(=O)C(F)(F)F)ccc21, CCCC[Sn](CCCC)(CCCC)c1c(F)cccc1F, [Li+]. The product is O=C1CCCc2cc(-c3c(F)cccc3F)ccc21. RXN SMILES: [Ag:54]=[O:55].[CH3:43][CH2:44][O:45][C:46](=[O:47])[CH3:48].[CH3:49][N:50]([CH3:51])[CH:52]=[O:53].[Cl-:42].[F:1][C:2]([F:3])([F:4])[S:5]([O:6][c:7]1[cH:8][c:9]2[c:14]([cH:15][cH:16]1)[C:13](=[O:17])[CH2:12][CH2:11][CH2:10]2)(=[O:18])=[O:19].[F:20][c:21]1[c:22]([Sn:28]([CH2:29][CH2:30][CH2:31][CH3:32])([CH2:33][CH2:34][CH2:35][CH3:36])[CH2:37][CH2:38][CH2:39][CH3:40])[c:23]([F:27])[cH:24][cH:25][cH:26]1.[Li+:41]>>[c:7]1(-[c:22]2[c:21]([F:20])[cH:26][cH:25][cH:24][c:23]2[F:27])[cH:8][c:9]2[c:14]([cH:15][cH:16]1)[C:13](=[O:17])[CH2:12][CH2:11][CH2:10]2. Starting materials: C(C1=CC=CC=C1)N1CC(C(C1=O)C)C(=O)OCC (ethyl 1-benzyl-4-methyl-5-oxo-3-pyrrolidinecarboxylate), C(C)O (ethanol), [OH-].[Na+] (sodium hydroxide). Solvent: O (water). Reaction conditions: time 42 hour. Product: C(C1=CC=CC=C1)N1CC(C(C1=O)C)C(=O)O ((±)-1-benzyl-4-methyl-5-oxo-3-pyrrolidinecarboxylic acid). The yield is 74.2%. Reaction SMILES: [CH2:1]([N:8]1[C:12](=[O:13])[CH:11]([CH3:14])[CH:10]([C:15]([O:17]CC)=[O:16])[CH2:9]1)[C:2]1[CH:7]=[CH:6][CH:5]=[CH:4][CH:3]=1.C(O)C.[OH-].[Na+]>O>[CH2:1]([N:8]1[C:12](=[O:13])[CH:11]([CH3:14])[CH:10]([C:15]([OH:17])=[O:16])[CH2:9]1)[C:2]1[CH:7]=[CH:6][CH:5]=[CH:4][CH:3]=1 |f:2.3|. Procedure details: A mixture of 5.13 g of ethyl 1-benzyl-4-methyl-5-oxo-3-pyrrolidinecarboxylate (42, cf. JP-A-62-4284), 40 ml of 50% ethanol, and 2 g of sodium hydroxide was stirred at room temperature for 42 hours. To the reaction mixture was added 100 ml of water, and the mixture was washed with chloroform. The aqueous layer was neutralized with hydrochloric acid and extracted with ethyl acetate. The extract was dried over anhydrous sodium sulfate. The solvent was evaporated to obtain 3.40 g of (±)-1-benzyl-4-m... Reported procedure: The quinoxalin-2-one of the present example is prepared with 4-Methoxy-benzene-1,2-diamine and (thiophen-2-yl) oxo-acetic acid via the method described in Example 12 to afford 7-Methoxy-3-thiophen-2-yl-1H-quinoxalin-2-one. The reactants are COC=1C=C(C(=CC1)N)N (4-Methoxy-benzene-1,2-diamine), S1C(=CC=C1)C(C(=O)O)=O ((thiophen-2-yl) oxo-acetic acid). Reaction SMILES: [CH3:1][O:2][C:3]1[CH:4]=[C:5]([NH2:10])[C:6]([NH2:9])=[CH:7][CH:8]=1.[S:11]1[CH:15]=[CH:14][CH:13]=[C:12]1[C:16](=O)[C:17](O)=[O:18]>>[CH3:1][O:2][C:3]1[CH:4]=[C:5]2[C:6]([N:9]=[C:16]([C:12]3[S:11][CH:15]=[CH:14][CH:13]=3)[C:17](=[O:18])[NH:10]2)=[CH:7][CH:8]=1. The product is COC1=CC=C2N=C(C(NC2=C1)=O)C=1SC=CC1 (7-Methoxy-3-thiophen-2-yl-1H-quinoxalin-2-one).